This data is from the Open Reaction Database (ORD), a public repository of structured organic reaction records. The task is: describe an organic reaction: reactants, conditions, products, and yield Starting materials: C(#N)C=1C(=NC(=NC1)SC)NC(C)=O (N-(5-cyano-2-methylsulfanyl-pyrimidin-4-yl)-acetamide), CI (methyl iodide), [H-].[Na+] (NaH). Run in CS(=O)C (DMSO). Reaction conditions: time 16 hour. Yields the product C(#N)C=1C(=NC(=NC1)SC)N(C(C)=O)C (N-(5-cyano-2-methylsulfanyl-pyrimidin-4-yl)-N-methyl-acetamide). Isolated yield 71.8%. As a reaction SMILES: [C:1]([C:3]1[C:4]([NH:11][C:12](=[O:14])[CH3:13])=[N:5][C:6]([S:9][CH3:10])=[N:7][CH:8]=1)#[N:2].[CH3:15]I.[H-].[Na+]>CS(C)=O>[C:1]([C:3]1[C:4]([N:11]([CH3:15])[C:12](=[O:14])[CH3:13])=[N:5][C:6]([S:9][CH3:10])=[N:7][CH:8]=1)#[N:2] |f:2.3|. Procedure details: To a solution of N-(5-cyano-2-methylsulfanyl-pyrimidin-4-yl)-acetamide (562 mg, 2.70 mmol) and methyl iodide (1.7 mL, 27.0 mmol) in anhydrous DMSO (14 mL) was added NaH (60% wt. dispersion in mineral oil, 130 mg, 3.23 mmol) at 0° C. The reaction mixture was stirred at RT for 16 h and was then quenched by adding water (50 mL). The resulting mixture was extracted with EtOAc (2×100 mL). The combined organic layers were washed with brine (2×100 mL), dried over MgSO4, filtered, and concentrated under... Starting materials: N1(CCC2NCCCC21)C(=O)OC(C)(C)C (tert-butyl octahydro-1H-pyrrolo[3,2-b]pyridine-1-carboxylate), C([O-])([O-])=O.[Na+].[Na+] (sodium carbonate), ClC(=O)OCC1=CC=CC=C1 (Benzyl chloroformate). Reaction SMILES: [N:1]1([C:10]([O:12][C:13]([CH3:16])([CH3:15])[CH3:14])=[O:11])[CH:9]2[CH:4]([NH:5][CH2:6][CH2:7][CH2:8]2)[CH2:3][CH2:2]1.C(=O)([O-])[O-].[Na+].[Na+].Cl[C:24]([O:26][CH2:27][C:28]1[CH:33]=[CH:32][CH:31]=[CH:30][CH:29]=1)=[O:25]>C1COCC1>[N:1]1([C:10]([O:12][C:13]([CH3:16])([CH3:15])[CH3:14])=[O:11])[CH:9]2[CH:4]([N:5]([C:24]([O:26][CH2:27][C:28]3[CH:33]=[CH:32][CH:31]=[CH:30][CH:29]=3)=[O:25])[CH2:6][CH2:7][CH2:8]2)[CH2:3][CH2:2]1 |f:1.2.3|. Yields the product N1(CCC2N(CCCC21)C(=O)OCC2=CC=CC=C2)C(=O)OC(C)(C)C (4-benzyl 1-tert-butyl hexahydro-1H-pyrrolo[3,2-b]pyridine-1,4(2H)-dicarboxylate). Reported procedure: The product of Step 4 (HOAc salt; 3.49 g, 12.2 mmol) was added to a flask, followed by THF (55 mL). Aqueous sodium carbonate (2M; 30.5 mL, 60.9 mmol) was added, and the resulting biphasic mixture was cooled to 0° C. Benzyl chloroformate (2.61 mL, 18.3 mmol) was added and the reaction mixture was allowed to stir while the bath naturally warmed to ambient temperature. After 30 minutes the reaction mixture was partitioned between EtOAc and water (100 mL each) and the layers were separated. The orga... Reaction conditions: temperature 0 celsius. Solvent: C1CCOC1 (THF).